This data is from the Open Reaction Database (ORD), a public repository of structured organic reaction records. The task is: describe an organic reaction: reactants, conditions, products, and yield The reactants are CCOC(=O)c1sc(N2CCN(c3ccccc3)C2=O)nc1C, CO, [Li+], C1CCOC1, [OH-], O, O. Yields the product Cc1nc(N2CCN(c3ccccc3)C2=O)sc1C(=O)O. As a reaction SMILES: [CH3:1][c:2]1[n:3][c:4]([N:12]2[C:13](=[O:23])[N:14]([c:17]3[cH:18][cH:19][cH:20][cH:21][cH:22]3)[CH2:15][CH2:16]2)[s:5][c:6]1[C:7](=[O:8])[O:9][CH2:10][CH3:11].[CH3:32][OH:33].[Li+:26].[O:27]1[CH2:28][CH2:29][CH2:30][CH2:31]1.[OH-:25].[OH2:24].[OH2:34]>>[CH3:1][c:2]1[n:3][c:4]([N:12]2[C:13](=[O:23])[N:14]([c:17]3[cH:18][cH:19][cH:20][cH:21][cH:22]3)[CH2:15][CH2:16]2)[s:5][c:6]1[C:7](=[O:8])[OH:9]. The reactants are ClC1=C(C(=O)O)C=C(C=C1)[N+](=O)[O-] (2-Chloro-5-nitro benzoic acid), CNC (dimethylamine). Run in C(C)(=O)O (acetic acid). Run at temperature 62.5 celsius. Yields the product CN(C1=C(C(=O)O)C=C(C=C1)[N+](=O)[O-])C (2-dimethylamino-5-nitro-benzoic acid). The yield is 91.0%. As a reaction SMILES: Cl[C:2]1[CH:10]=[CH:9][C:8]([N+:11]([O-:13])=[O:12])=[CH:7][C:3]=1[C:4]([OH:6])=[O:5].[CH3:14][NH:15][CH3:16]>C(O)(=O)C>[CH3:14][N:15]([CH3:16])[C:2]1[CH:10]=[CH:9][C:8]([N+:11]([O-:13])=[O:12])=[CH:7][C:3]=1[C:4]([OH:6])=[O:5]. Procedure: 2-Chloro-5-nitro benzoic acid (2 g, 10 mmol) was added to 40% dimethylamine aq. solution (20 ml) at room temperature and then heated at 60-65° C. for 3 hr. The reaction mixture was chilled to 0° C. and acidified with dilute acetic acid. The mixture was then extracted with ethyl acetate, and the organic layer washed with water, then brine and dried. Evaporation of the solvent yielded 2-dimethylamino-5-nitro-benzoic acid (2.1 g, 91%), as a solid. The reactants are Cl.C1(CCC1)CN (cyclobutanemethylamine hydrochloride), C(=O)(Cl)Cl (phosgene). Yields the product C1(CCC1)CNC(=O)NCC1CCC1 (1,3-bis(cyclobutylmethyl)urea). Yield: 37.0%. RXN SMILES: Cl.[CH:2]1([CH2:6][NH2:7])[CH2:5][CH2:4][CH2:3]1.[C:8](Cl)(Cl)=[O:9]>>[CH:2]1([CH2:6][NH:7][C:8]([NH:7][CH2:6][CH:2]2[CH2:5][CH2:4][CH2:3]2)=[O:9])[CH2:5][CH2:4][CH2:3]1 |f:0.1|. Procedure: In the manner of step (a) of Example 1, cyclobutanemethylamine hydrochloride (Buchman and Howton, J. Amer. Chem. Soc. 1948, 70:2517; 7.96 g, 80.5 mmol) was reacted with phosgene to give 1,3-bis(cyclobutylmethyl)urea as white powder (5.20 g, 37%), m.p. 153°-155° C.; 1H-NMR (DMSO-d6) consistent with structure. The reactants are ClC1=CC2=C(NC(O2)=O)C=C1 (6-Chlorobenzoxazolinone), CNCCO (N-methylethanolamine). Run in CO (methanol). Conditions: temperature 65 celsius. The product is ClC1=CC(=C(C=C1)NC(=O)N(CCO)C)O (N-(4-Chloro-2-hydroxyphenyl)-N'-methyl-N'-(2-hydroxyethyl)urea). Reaction SMILES: [Cl:1][C:2]1[CH:11]=[CH:10][C:5]2[NH:6][C:7](=[O:9])[O:8][C:4]=2[CH:3]=1.[CH3:12][NH:13][CH2:14][CH2:15][OH:16]>CO>[Cl:1][C:2]1[CH:11]=[CH:10][C:5]([NH:6][C:7]([N:13]([CH3:12])[CH2:14][CH2:15][OH:16])=[O:9])=[C:4]([OH:8])[CH:3]=1. Procedure details: 6-Chlorobenzoxazolinone (20 g) and N-methylethanolamine (17.7 g) in methanol (40 ml) were stirred and heated at 65° C. for 3 hours. The mixture was cooled to ambient temperature, filtered, and the residue was washed with diethyl ether to give the desired urea which melted at 178° C. (decomp.). Reactants: BrC1=CC=C(C=C1)NC(C(C)(C)C1=C(C=CC=C1)Cl)=N (N-(4-bromophenyl)-2-(2-chlorophenyl)-2-methylpropanimidamide), ICC(=O)C1N(CCC1)C(=O)OC(C)(C)C (tert-butyl 2-(2-iodoacetyl)pyrrolidine-1-carboxylate), C(=O)(O)[O-].[Na+] (NaHCO3). The solvent is O1CCOCC1 (dioxane). Conditions: time 2 day. Yields the product BrC1=CC=C(C=C1)N1C(=NC(=C1)C1N(CCC1)C(=O)OC(C)(C)C)C(C)(C)C1=C(C=CC=C1)Cl (tert-butyl 2-(1-(4-bromophenyl)-2-(2-(2-chlorophenyl)propan-2-yl)-1H-imidazol-4-yl)pyrrolidine-1-carboxylate). Yield: 5.5%. Reaction SMILES: [Br:1][C:2]1[CH:7]=[CH:6][C:5]([NH:8][C:9](=[NH:20])[C:10]([C:13]2[CH:18]=[CH:17][CH:16]=[CH:15][C:14]=2[Cl:19])([CH3:12])[CH3:11])=[CH:4][CH:3]=1.I[CH2:22][C:23]([CH:25]1[CH2:29][CH2:28][CH2:27][N:26]1[C:30]([O:32][C:33]([CH3:36])([CH3:35])[CH3:34])=[O:31])=O.C([O-])(O)=O.[Na+]>O1CCOCC1>[Br:1][C:2]1[CH:3]=[CH:4][C:5]([N:8]2[CH:22]=[C:23]([CH:25]3[CH2:29][CH2:28][CH2:27][N:26]3[C:30]([O:32][C:33]([CH3:36])([CH3:35])[CH3:34])=[O:31])[N:20]=[C:9]2[C:10]([C:13]2[CH:18]=[CH:17][CH:16]=[CH:15][C:14]=2[Cl:19])([CH3:12])[CH3:11])=[CH:6][CH:7]=1 |f:2.3|. Procedure details: To a solution of N-(4-bromophenyl)-2-(2-chlorophenyl)-2-methylpropanimidamide (3.51 g, 10 mmol) in 60 mL dioxane was added tert-butyl 2-(2-iodoacetyl)pyrrolidine-1-carboxylate (3.38 g, 10 mmol) and NaHCO3 (2.5 g, 30 mmol). The mixture was heated to reflux with stirring for 2 days. The reaction was monitored by LC/MS. The reaction mixture was cooled and filtered over celite. The crude mixture was initially purified by silica gel column chromatography. The fraction containing the desired product w... Starting materials: C(C1=CN=CC=C1)(=O)NN (nicotinic acid hydrazide), C(\C=C\C)=O (crotonaldehyde). Yields the product C(C1=CN=CC=C1)(=O)NN=C\C=C\C (crotonaldehyde nicotinoyl hydrazone). Run in CO (methanol). Run at time 30 minute. Procedure details: In 50 ml of methanol was suspended 22 g of nicotinic acid hydrazide. To the suspension was added dropwise 13.2 ml of crotonaldehyde, followed by stirring for 30 minutes at room temperature. Methanol was distilled away under reduced pressure, and the residue washed with ether, filtered off, and dried. Thus there was obtained 27.5 g of crotonaldehyde nicotinoyl hydrazone (mp. 144°-145° C.). RXN SMILES: [C:1]([NH:9][NH2:10])(=[O:8])[C:2]1[CH:7]=[CH:6][CH:5]=[N:4][CH:3]=1.[CH:11](=O)/[CH:12]=[CH:13]/[CH3:14]>CO>[C:1]([NH:9][N:10]=[CH:11]/[CH:12]=[CH:13]/[CH3:14])(=[O:8])[C:2]1[CH:7]=[CH:6][CH:5]=[N:4][CH:3]=1.